Dataset: the Open Reaction Database (ORD), a public repository of structured organic reaction records. Task: describe an organic reaction: reactants, conditions, products, and yield Reactants: N1CC(CCC1)NC(=O)C1=C(N=C(S1)C1=CC=C(C=C1)Cl)C (N-(piperidin-3-yl)-2-(4-chlorophenyl)-4-methylthiazole-5-carboxamide), C(=O)C=1C=C(C=CC1F)OB(O)O (3-formyl-4-fluorophenylboric acid). Yields the product ClC1=CC=C(C=C1)C=1SC(=C(N1)C)C(=O)NC1CN(CCC1)C=1C=CC(=C(C=O)C1)F (5-[3-[[2-(4-Chlorophenyl)-4-methylthiazol-5-yl]carbonylamino]piperidin-1-yl]-2-fluorobenzaldehyde). The yield is 16.9%. As a reaction SMILES: [NH:1]1[CH2:6][CH2:5][CH2:4][CH:3]([NH:7][C:8]([C:10]2[S:14][C:13]([C:15]3[CH:20]=[CH:19][C:18]([Cl:21])=[CH:17][CH:16]=3)=[N:12][C:11]=2[CH3:22])=[O:9])[CH2:2]1.[CH:23]([C:25]1[CH:26]=[C:27](OB(O)O)[CH:28]=[CH:29][C:30]=1[F:31])=[O:24]>>[Cl:21][C:18]1[CH:17]=[CH:16][C:15]([C:13]2[S:14][C:10]([C:8]([NH:7][CH:3]3[CH2:4][CH2:5][CH2:6][N:1]([C:27]4[CH:28]=[CH:29][C:30]([F:31])=[C:25]([CH:26]=4)[CH:23]=[O:24])[CH2:2]3)=[O:9])=[C:11]([CH3:22])[N:12]=2)=[CH:20][CH:19]=1. Procedure details: Using N-(piperidin-3-yl)-2-(4-chlorophenyl)-4-methylthiazole-5-carboxamide (238 mg, 0.709 mmol) and 3-formyl-4-fluorophenylboric acid (238 mg, 1.42 mmol), the same procedure was followed as in Example 2 to give 55.0 mg (17%) of the desired compound as a pale yellow powder. Starting materials: O=C(O)Cc1ccc(C(F)(F)F)cc1, Nc1ccc(Cl)cc1. The reagents and catalysts are CC(C)N=C=NC(C)C (DIC), C1=CC2=C(N=C1)N(N=N2)O (HOAt). Solvent: CN(C)C=O (DMF), CN(C)C=O (DMF), CN(C)C=O (DMF), CN(C)C=O (DMF), CN(C)C=O (DMF), CN(C)C=O (DMF). Conditions: temperature 25 celsius, time 2 hour. Yields the product O=C(Cc1ccc(C(F)(F)F)cc1)Nc1ccc(Cl)cc1. Isolated yield 70.9%. Reaction SMILES: Nc1ccc(Cl)cc1.O=C(O)Cc1ccc(C(F)(F)F)cc1.CC(C)N=C=NC(C)C.C1=CC2=C(N=C1)N(N=N2)O.CN(C)C=O>>O=C(Cc1ccc(C(F)(F)F)cc1)Nc1ccc(Cl)cc1. Starting materials: FC(SC1=CC2=C(OC([C@H]([C@@H]2N2C(CCC2)=O)O)(C)C)C=C1)(F)F (6-trifluoromethylthio-3,4-dihydro-2,2-dimethyl-trans-4-(2-oxo-1-pyrrolidinyl)-2H-benzo(b)pyran-3-ol), O (water), OOS(=O)[O-].[K+] (Oxone), O (water). The solvent is CO (methanol). Product: FC(S(=O)(=O)C1=CC2=C(OC([C@H]([C@@H]2N2C(CCC2)=O)O)(C)C)C=C1)(F)F (6-trifluoromethylsulphonyl-3,4-dihydro-2,2-dimethyl-trans-4-(2-oxo-1-pyrrolidinyl)-2H-benzo(b)pyran-3-ol), FC(S(=O)C1=CC2=C(OC([C@H]([C@@H]2N2C(CCC2)=O)O)(C)C)C=C1)(F)F (6-trifluoromethylsulphinyl-3,4-dihydro-2,2-dimethyl-trans-4-(2-oxo-1-pyrrolidinyl)-2H-benzo(b)-pyran-3-ol). Yield: 55.0%. As a reaction SMILES: [F:1][C:2]([F:24])([F:23])[S:3][C:4]1[CH:22]=[CH:21][C:7]2[O:8][C:9]([CH3:20])([CH3:19])[C@@H:10]([OH:18])[C@H:11]([N:12]3[CH2:16][CH2:15][CH2:14][C:13]3=[O:17])[C:6]=2[CH:5]=1.[OH:25]OS([O-])=O.[K+].[OH2:31]>CO>[F:24][C:2]([F:1])([F:23])[S:3]([C:4]1[CH:22]=[CH:21][C:7]2[O:8][C:9]([CH3:20])([CH3:19])[C@@H:10]([OH:18])[C@H:11]([N:12]3[CH2:16][CH2:15][CH2:14][C:13]3=[O:17])[C:6]=2[CH:5]=1)(=[O:25])=[O:31].[F:24][C:2]([F:1])([F:23])[S:3]([C:4]1[CH:22]=[CH:21][C:7]2[O:8][C:9]([CH3:20])([CH3:19])[C@@H:10]([OH:18])[C@H:11]([N:12]3[CH2:16][CH2:15][CH2:14][C:13]3=[O:17])[C:6]=2[CH:5]=1)=[O:25] |f:1.2|. Procedure details: 0.2 g (5.5 mmol) of 6-trifluoromethylthio-3,4-dihydro-2,2-dimethyl-trans-4-(2-oxo-1-pyrrolidinyl)-2H-benzo(b)pyran-3-ol are dissolved in 7 ml of methanol and a suspension of 1 g of Oxone® in 5 ml of water is added at 0° C. with stirring. After stirring for 5 days at room temperature, the mixture is diluted using 20 ml of water and extracted using chloroform (3×50 ml). After drying and evaporating, 0.2 g of white crystals remain. By means of HPLC (eluent chloroform:methanol 98 : 2), 120 mg (55 % ... The reactants are C(C)(C)NC(C)C (diisopropylamine), C(CCC)[Li] (butyllithium), C(C)(C)OCCl (chloromethyl isopropyl ether), C(CCC)[SnH](CCCC)CCCC (tributyltinhydride). Solvent: C1CCOC1 (THF). Reaction conditions: temperature -78 celsius, time 1.5 hour. The product is C(CCC)[Sn](COC(C)C)(CCCC)CCCC (tributyl (isopropoxymethyl)tin). As a reaction SMILES: C(NC(C)C)(C)C.C([Li])CCC.[CH2:13]([SnH:17]([CH2:22][CH2:23][CH2:24][CH3:25])[CH2:18][CH2:19][CH2:20][CH3:21])[CH2:14][CH2:15][CH3:16].[CH:26]([O:29][CH2:30]Cl)([CH3:28])[CH3:27]>C1COCC1>[CH2:22]([Sn:17]([CH2:13][CH2:14][CH2:15][CH3:16])([CH2:18][CH2:19][CH2:20][CH3:21])[CH2:30][O:29][CH:26]([CH3:28])[CH3:27])[CH2:23][CH2:24][CH3:25]. Procedure: To a solution of 4.6 mL diisopropylamine in 40 mL of dry THF at −20° C. was added dropwise first 12.0 ml of 2.5 M butyllithium and then 8.1 ml of tributyltinhydride. After 10 min this solution was cooled to −78° C., and 3.25 g of chloromethyl isopropyl ether (Molina et al, 1982 Synthesis, 944) was added dropwise. After 10 min the cooling bath was removed and the reaction mixture was stirred at ambient temperature for 1.5 h. The mixture was poured onto water and extracted with hexanes and the ext... Reactants: COC(\C=C\C=1C=CC2=C(C(NC3(CN(CCC3)C)O2)=O)C1)=O ((±)-(E)-3-{1′-methyl-3,4-dihydro-4-oxo-spiro[2H-(1,3)-benzoxazine-2,3′-piperidin]-6-yl}-acrylic acid methyl ester), [OH-].[Na+] (NaOH). Solvent: O (water), O1CCOCC1 (dioxane). Product: CN1CC2(CCC1)OC1=C(C(N2)=O)C=C(C=C1)/C=C/C(=O)O ((±)-(E)-3-{1′-methyl-3,4-dihydro-4-oxo-spiro[2H-(1,3)-benzoxazine-2,3′-piperidin]-6-yl}-acrylic acid). Yield: 98.3%. Reaction SMILES: C[O:2][C:3](=[O:23])/[CH:4]=[CH:5]/[C:6]1[CH:7]=[CH:8][C:9]2[O:20][C:13]3([CH2:18][CH2:17][CH2:16][N:15]([CH3:19])[CH2:14]3)[NH:12][C:11](=[O:21])[C:10]=2[CH:22]=1.[OH-].[Na+]>O.O1CCOCC1>[CH3:19][N:15]1[CH2:16][CH2:17][CH2:18][C:13]2([NH:12][C:11](=[O:21])[C:10]3[CH:22]=[C:6](/[CH:5]=[CH:4]/[C:3]([OH:23])=[O:2])[CH:7]=[CH:8][C:9]=3[O:20]2)[CH2:14]1 |f:1.2|. Reported procedure: A solution of (±)-(E)-3-{1′-methyl-3,4-dihydro-4-oxo-spiro[2H-(1,3)-benzoxazine-2,3′-piperidin]-6-yl}-acrylic acid methyl ester (220 mg, 0.70 mmol) in water (8 ml) and dioxane (16 ml) was treated with 1 M NaOH (0.90 ml) as described in Example 30, Step A to give (±)-(E)-3-{1′-methyl-3,4-dihydro-4-oxo-spiro[2H-(1,3)-benzoxazine-2,3′-piperidin]-6-yl}-acrylic acid (208 mg) as a yellow solid. Starting materials: CCN(CC)c1ccccc1, COc1c(Cl)cc(N)cc1Cl, CC(C)OC(=O)Cl, O, c1ccccc1. Yields the product COc1c(Cl)cc(NC(=O)OC(C)C)cc1Cl. Reaction SMILES: [CH2:12]([N:13]([CH2:14][CH3:15])[c:16]1[cH:17][cH:18][cH:19][cH:20][cH:21]1)[CH3:22].[Cl:1][c:2]1[cH:3][c:4]([NH2:5])[cH:6][c:7]([Cl:11])[c:8]1[O:9][CH3:10].[Cl:23][C:24](=[O:25])[O:26][CH:27]([CH3:28])[CH3:29].[OH2:30].[cH:31]1[cH:32][cH:33][cH:34][cH:35][cH:36]1>>[Cl:1][c:2]1[cH:3][c:4]([NH:5][C:24](=[O:25])[O:26][CH:27]([CH3:28])[CH3:29])[cH:6][c:7]([Cl:11])[c:8]1[O:9][CH3:10]. The reactants are ClC1=C(C(=O)OC)C=CC(=C1C1=NOC2C1CCO2)S(=O)(=O)C (methyl 2-chloro-4-methylsulfonyl-3-(3a,4,5,6a-tetrahydrofuro[3,2-d]isoxazol-3-yl)benzoate), [OH-].[Na+] (sodium hydroxide). Solvent: O1CCCC1 (tetrahydrofuran), O (water). Conditions: time 18 hour. The product is ClC1=C(C(=O)O)C=CC(=C1C1=NOC2C1CCO2)S(=O)(=O)C (2-Chloro-4-methylsulfonyl-3-(3a,4,5,6a-tetrahydrofuro[3,2-d]isoxazol-3-yl)benzoic acid). RXN SMILES: [Cl:1][C:2]1[C:11]([C:12]2[CH:16]3[CH2:17][CH2:18][O:19][CH:15]3[O:14][N:13]=2)=[C:10]([S:20]([CH3:23])(=[O:22])=[O:21])[CH:9]=[CH:8][C:3]=1[C:4]([O:6]C)=[O:5].[OH-].[Na+]>O1CCCC1.O>[Cl:1][C:2]1[C:11]([C:12]2[CH:16]3[CH2:17][CH2:18][O:19][CH:15]3[O:14][N:13]=2)=[C:10]([S:20]([CH3:23])(=[O:22])=[O:21])[CH:9]=[CH:8][C:3]=1[C:4]([OH:6])=[O:5] |f:1.2|. Procedure: 60.0 g (168.8 mmol) of methyl 2-chloro-4-methylsulfonyl-3-(3a,4,5,6a-tetrahydrofuro[3,2-d]isoxazol-3-yl)benzoate are dissolved in 600 ml of tetrahydrofuran/300 ml of water, and 7.34 g (183.4 mmol) of sodium hydroxide are added. After the reaction mixture has been stirred for 18 hours at room temperature, it is concentrated, brought to pH 2 with 2 N hydrochloric acid and extracted with dichloromethane. This gives 63.6 g of crude 2-chloro-4-methylsulfonyl-3-(3a,4,5,6a-tetrahydrofuro[3,2-d]isoxazol...